Task: describe an organic reaction: reactants, conditions, products, and yield. Dataset: the Open Reaction Database (ORD), a public repository of structured organic reaction records As a reaction SMILES: [NH:1]([C:5]1[C:6]([I:29])=[C:7]([C:21]([NH:23][CH2:24][CH:25]([OH:28])[CH2:26][OH:27])=[O:22])[C:8]([I:20])=[C:9]([C:12]([NH:14][CH2:15][CH:16]([OH:19])[CH2:17][OH:18])=[O:13])[C:10]=1[I:11])[C:2]([CH3:4])=[O:3].C[O-].[Na+].[CH2:33]1[O:35][CH:34]1[CH2:36][OH:37]>CO.COCCO>[CH3:4][C:2]([N:1]([C:5]1[C:10]([I:11])=[C:9]([C:12]([NH:14][CH2:15][CH:16]([OH:19])[CH2:17][OH:18])=[O:13])[C:8]([I:20])=[C:7]([C:21]([NH:23][CH2:24][CH:25]([OH:28])[CH2:26][OH:27])=[O:22])[C:6]=1[I:29])[CH2:33][CH:34]([OH:35])[CH2:36][OH:37])=[O:3] |f:1.2|. Yields the product CC(=O)N(CC(CO)O)C=1C(=C(C(=C(C1I)C(=O)NCC(CO)O)I)C(=O)NCC(CO)O)I (iohexol). Solvent: CO (methanol), COCCO (2-methoxyethanol). Reaction conditions: temperature 90 celsius. The reactants are N(C(=O)C)C=1C(=C(C(=C(C1I)C(=O)NCC(CO)O)I)C(=O)NCC(CO)O)I (5-acetamino-N,N'-bis-(2,3-dihydroxypropyl)-2,4,6-triiodo-1,3-benzene-dicarboxamide), C1C(O1)CO (glycidol), N(C(=O)C)C=1C(=C(C(=C(C1I)C(=O)NCC(CO)O)I)C(=O)NCC(CO)O)I (5-acetamino-N,N'-bis-(2,3-dihydroxypropyl)-2,4,6-triiodo-1,3-benzene-dicarboxamide), C[O-].[Na+] (sodium methoxide). Procedure: 5.0 gram 5-acetamino-N,N'-bis-(2,3-dihydroxypropyl)-2,4,6-triiodo-1,3-benzene-dicarboxamide (Compound 1), 0.36 gram of 25% sodium methoxide in methanol, and 1.5 gram glycidol are combined in 2-methoxyethanol and heated to 90° C. for four hours. Solvent is removed under vacuum followed by dissolution of the residue in water. The solution is treated with 1 gram each of Amberlyst A-15 and Amberlite IRA-67 ion-exchange resins to remove sodium methoxide. Water is removed under vacuum to afford an oil... The yield is 63.7%. Starting materials: NC(C=1C=C(SC1C)C(=S)OC)=S (methyl 4-(aminothioxomethyl)-5-methylthiothiophene-2-carboxylate), BrCC(=O)C=1C=NC=CC1Cl (2-bromo-1-(4-chloro(3-pyridyl))ethan-1-one). Yields the product ClC1=C(C=NC=C1)C=1N=C(SC1)C=1C=C(SC1C)C(=S)OC (methyl 4-[4-(4-chloro(3-pyridyl))(1,3-thiazol-2-yl)]-5-methylthiothiophene-2-carboxylate). The yield is 80.4%. RXN SMILES: [NH2:1][C:2](=[S:13])[C:3]1[CH:4]=[C:5]([C:9]([O:11][CH3:12])=[S:10])[S:6][C:7]=1[CH3:8].Br[CH2:15][C:16]([C:18]1[CH:19]=[N:20][CH:21]=[CH:22][C:23]=1[Cl:24])=O>>[Cl:24][C:23]1[CH:22]=[CH:21][N:20]=[CH:19][C:18]=1[C:16]1[N:1]=[C:2]([C:3]2[CH:4]=[C:5]([C:9]([O:11][CH3:12])=[S:10])[S:6][C:7]=2[CH3:8])[S:13][CH:15]=1. Procedure details: 240 mg (0.970 mmol) of methyl 4-(aminothioxomethyl)-5-methylthiothiophene-2-carboxylate (Maybridge Chemical Co. LTD., Cornwall, U.K.) was reacted with 2-bromo-1-(4-chloro(3-pyridyl))ethan-1-one (1.06 mmol; 250 mg) in a manner similar to Example 22, step (a) to afford 286 mg (77% yield) of methyl 4-[4-(4-chloro(3-pyridyl))(1,3-thiazol-2-yl)]-5-methylthiothiophene-2-carboxylate.